This data is from the Open Reaction Database (ORD), a public repository of structured organic reaction records. The task is: describe an organic reaction: reactants, conditions, products, and yield Reactants: Cl (Hydrogen chloride), CC(=CC(=O)NCCN)CCC=C(CCC=C(CCC=C(C)C)C)C (N-(3,7,11,15-Tetramethyl-2,6,10,14-hexadecatetraenoyl)-ethylenediamine). The solvent is CO (methanol). Product: Cl.CC(=CC(=O)NCCN)CCC=C(CCC=C(CCC=C(C)C)C)C (N-(3,7,11,15-Tetramethyl-2,6,10,14-hexadecatetraenoyl)-ethylenediamine hydrochloride). As a reaction SMILES: [ClH:1].[CH3:2][C:3]([CH2:11][CH2:12][CH:13]=[C:14]([CH3:26])[CH2:15][CH2:16][CH:17]=[C:18]([CH3:25])[CH2:19][CH2:20][CH:21]=[C:22]([CH3:24])[CH3:23])=[CH:4][C:5]([NH:7][CH2:8][CH2:9][NH2:10])=[O:6]>CO>[ClH:1].[CH3:2][C:3]([CH2:11][CH2:12][CH:13]=[C:14]([CH3:26])[CH2:15][CH2:16][CH:17]=[C:18]([CH3:25])[CH2:19][CH2:20][CH:21]=[C:22]([CH3:24])[CH3:23])=[CH:4][C:5]([NH:7][CH2:8][CH2:9][NH2:10])=[O:6] |f:3.4|. Procedure: Hydrogen chloride gas was passed through a methanol solution of N-(3,7,11,15-tetramethyl-2,6,10,14-hexadecatetraenoyl)-ethylenediamine obtained in Example 9. The solvent was distilled off to afford 6.1 g of the title compound as a brown oil. Starting materials: [Br-], Brc1ccc(Br)nc1, CCCC[N+](CCCC)(CCCC)CCCC, C[S-], [Na+]. The product is CSc1ccc(Br)cn1. Reaction SMILES: [Br-:12].[Br:1][c:2]1[n:3][cH:4][c:5]([Br:8])[cH:6][cH:7]1.[CH3:13][CH2:14][CH2:15][CH2:16][N+:17]([CH2:18][CH2:19][CH2:20][CH3:21])([CH2:22][CH2:23][CH2:24][CH3:25])[CH2:26][CH2:27][CH2:28][CH3:29].[CH3:9][S-:10].[Na+:11]>>[c:2]1([S:10][CH3:9])[n:3][cH:4][c:5]([Br:8])[cH:6][cH:7]1. Starting materials: Clc1nc(Cl)nc(Nc2ccc(OCc3ccccc3)c(Cl)c2)n1, CC(C)=O, NC1CCCCCC1, [Na+], [OH-], O. Product: Clc1nc(Nc2ccc(OCc3ccccc3)c(Cl)c2)nc(NC2CCCCCC2)n1. As a reaction SMILES: [CH2:1]([c:2]1[cH:3][cH:4][cH:5][cH:6][cH:7]1)[O:8][c:9]1[c:10]([Cl:24])[cH:11][c:12]([NH:15][c:16]2[n:17][c:18]([Cl:23])[n:19][c:20]([Cl:22])[n:21]2)[cH:13][cH:14]1.[CH3:36][C:37](=[O:38])[CH3:39].[CH:25]1([NH2:32])[CH2:26][CH2:27][CH2:28][CH2:29][CH2:30][CH2:31]1.[Na+:34].[OH-:33].[OH2:35]>>[CH2:1]([c:2]1[cH:3][cH:4][cH:5][cH:6][cH:7]1)[O:8][c:9]1[c:10]([Cl:24])[cH:11][c:12]([NH:15][c:16]2[n:17][c:18]([Cl:23])[n:19][c:20]([NH:32][CH:25]3[CH2:26][CH2:27][CH2:28][CH2:29][CH2:30][CH2:31]3)[n:21]2)[cH:13][cH:14]1.